From a dataset of the Open Reaction Database (ORD), a public repository of structured organic reaction records. describe an organic reaction: reactants, conditions, products, and yield Starting materials: O.C1(=CC=C(C=C1)S(=O)(=O)O)C (p-toluenesulfonic acid monohydrate), O (water), C(C=C)OC=1C=C(OCC(=O)NC=2SC3=C(N2)C=CC=C3)C=CC1C(C=CC(=O)N1CCCCC1)=O (2-{3-Allyloxy-4-[3-(1-piperidinyl)carbonylacryloyl]phenoxymethylcarbonylamino}benzothiazole). Reagents/catalysts: [C].[Pd] (palladium-carbon). The solvent is O1CCOCC1 (dioxane), CO (methanol). The product is OC=1C=C(OCC(=O)NC=2SC3=C(N2)C=CC=C3)C=CC1C(C=CC(=O)N1CCCCC1)=O (2-{3-hydroxy-4-[3-(1-piperidinyl)carbonylacryloyl]phenoxymethylcarbonylamino}benzothiazole). Yield: 23.7%. RXN SMILES: C([O:4][C:5]1[CH:6]=[C:7]([CH:22]=[CH:23][C:24]=1[C:25](=[O:36])[CH:26]=[CH:27][C:28]([N:30]1[CH2:35][CH2:34][CH2:33][CH2:32][CH2:31]1)=[O:29])[O:8][CH2:9][C:10]([NH:12][C:13]1[S:14][C:15]2[CH:21]=[CH:20][CH:19]=[CH:18][C:16]=2[N:17]=1)=[O:11])C=C.O.C1(C)C=CC(S(O)(=O)=O)=CC=1.O>CO.O1CCOCC1.[C].[Pd]>[OH:4][C:5]1[CH:6]=[C:7]([CH:22]=[CH:23][C:24]=1[C:25](=[O:36])[CH:26]=[CH:27][C:28]([N:30]1[CH2:35][CH2:34][CH2:33][CH2:32][CH2:31]1)=[O:29])[O:8][CH2:9][C:10]([NH:12][C:13]1[S:14][C:15]2[CH:21]=[CH:20][CH:19]=[CH:18][C:16]=2[N:17]=1)=[O:11] |f:1.2,6.7|. Procedure: 2-{3-Allyloxy-4-[3-(1-piperidinyl)carbonylacryloyl]phenoxymethylcarbonylamino}benzothiazole (0.55 g) is dissolved in methanol (70 ml) and dioxane (40 ml), and thereto are added 10% palladium-carbon (0.15 g), p-toluenesulfonic acid monohydrate (70 mg) and water (3 ml). The mixture is subjected to deaeration, and the mixture is refluxed under nitrogen atmosphere overnight. The mixture is filtered through a cerite pad, and to the filtrate is added water-methylene chloride, and the mixture is separa...